From a dataset of the Open Reaction Database (ORD), a public repository of structured organic reaction records. describe an organic reaction: reactants, conditions, products, and yield RXN SMILES: [Br:15][CH2:16][CH:17]1[CH2:18][CH2:19]1.[Br:1][c:2]1[cH:3][cH:4][c:5]([OH:8])[cH:6][n:7]1.[C:9](=[O:10])([O-:11])[O-:12].[CH3:25][CH2:26][O:27][C:28](=[O:29])[CH3:30].[K+:13].[K+:14].[O:20]=[CH:21][N:22]([CH3:23])[CH3:24]>>[Br:1][c:2]1[cH:3][cH:4][c:5]([O:8][CH2:16][CH:17]2[CH2:18][CH2:19]2)[cH:6][n:7]1. Product: Brc1ccc(OCC2CC2)cn1. The reactants are BrCC1CC1, Oc1ccc(Br)nc1, O=C([O-])[O-], CCOC(C)=O, [K+], [K+], CN(C)C=O.